The task is: describe an organic reaction: reactants, conditions, products, and yield. This data is from the Open Reaction Database (ORD), a public repository of structured organic reaction records. Reactants: C(C)OP(OCC)(=O)CCCOC[C@@H](NC([C@H](CSC[C@@H](COC(CCCCCCCCCCC)=O)OC(CCCCCCCCCCC)=O)N)=O)C ((6S,9R,13R)-9-amino-13-(dodecanoyloxy)-6-methyl-8,16-dioxo-4,15-dioxa-11-thia-7-azaheptacosylphosphonic acid diethyl ester), C[Si](C)(C)Br (TMSBr). Solvent: C(Cl)Cl (DCM). Conditions: time 8 hour. The product is N[C@H](C(N[C@H](COCCCP(O)(O)=O)C)=O)CSC[C@@H](COC(CCCCCCCCCCC)=O)OC(CCCCCCCCCCC)=O ((6S,9R,13R)-9-amino-13-(dodecanoyloxy)-6-methyl-8,16-dioxo-4,15-dioxa-11-thia-7-azaheptacosylphosphonic acid). RXN SMILES: C([O:3][P:4]([CH2:9][CH2:10][CH2:11][O:12][CH2:13][C@H:14]([CH3:53])[NH:15][C:16](=[O:52])[C@@H:17]([NH2:51])[CH2:18][S:19][CH2:20][C@H:21]([O:37][C:38](=[O:50])[CH2:39][CH2:40][CH2:41][CH2:42][CH2:43][CH2:44][CH2:45][CH2:46][CH2:47][CH2:48][CH3:49])[CH2:22][O:23][C:24](=[O:36])[CH2:25][CH2:26][CH2:27][CH2:28][CH2:29][CH2:30][CH2:31][CH2:32][CH2:33][CH2:34][CH3:35])(=[O:8])[O:5]CC)C.C[Si](Br)(C)C>C(Cl)Cl>[NH2:51][C@@H:17]([CH2:18][S:19][CH2:20][C@H:21]([O:37][C:38](=[O:50])[CH2:39][CH2:40][CH2:41][CH2:42][CH2:43][CH2:44][CH2:45][CH2:46][CH2:47][CH2:48][CH3:49])[CH2:22][O:23][C:24](=[O:36])[CH2:25][CH2:26][CH2:27][CH2:28][CH2:29][CH2:30][CH2:31][CH2:32][CH2:33][CH2:34][CH3:35])[C:16](=[O:52])[NH:15][C@@H:14]([CH3:53])[CH2:13][O:12][CH2:11][CH2:10][CH2:9][P:4](=[O:3])([OH:8])[OH:5]. Procedure details: A solution of (6S,9R,13R)-9-amino-13-(dodecanoyloxy)-6-methyl-8,16-dioxo-4,15-dioxa-11-thia-7-azaheptacosylphosphonic acid diethyl ester (1 eq, from the previous step) in DCM (0.1 M) was added TMSBr (10 eq) and stirred at room temperature overnight. The reaction mixture was concentrated en vaccuo. The crude mixture was purified by reverse phase high performance liquid chromatography (HPLC) with C4 column eluting with a gradient of 40-80% MeCN/10 mM NH4OAc (95:5) in 10 mM NH4OAc (pH 9). The fract...